From a dataset of the Open Reaction Database (ORD), a public repository of structured organic reaction records. describe an organic reaction: reactants, conditions, products, and yield Reactants: F[B-](F)(F)F, CCN(C(C)C)C(C)C, CN(C)C=O, O=C(O)c1ccc(Cl)cc1, CN(C)C(On1nnc2ccccc21)=[N+](C)C, Nc1cccc2cc(Oc3ccnc4[nH]ncc34)ccc12. Product: O=C(Nc1cccc2cc(Oc3ccnc4[nH]ncc34)ccc12)c1ccc(Cl)cc1. As a reaction SMILES: [B-:32]([F:33])([F:34])([F:35])[F:36].[CH:54]([N:55]([CH2:56][CH3:57])[CH:58]([CH3:59])[CH3:60])([CH3:61])[CH3:62].[O:63]=[CH:64][N:65]([CH3:66])[CH3:67].[OH:22][C:23](=[O:24])[c:25]1[cH:26][cH:27][c:28]([Cl:29])[cH:30][cH:31]1.[n:37]1([O:38][C:39]([N:40]([CH3:41])[CH3:42])=[N+:43]([CH3:44])[CH3:45])[c:46]2[cH:47][cH:48][cH:49][cH:50][c:51]2[n:52][n:53]1.[nH:1]1[n:2][cH:3][c:4]2[c:5]1[n:6][cH:7][cH:8][c:9]2[O:10][c:11]1[cH:12][c:13]2[cH:14][cH:15][cH:16][c:17]([NH2:21])[c:18]2[cH:19][cH:20]1>>[nH:1]1[n:2][cH:3][c:4]2[c:5]1[n:6][cH:7][cH:8][c:9]2[O:10][c:11]1[cH:12][c:13]2[cH:14][cH:15][cH:16][c:17]([NH:21][C:23](=[O:22])[c:25]3[cH:26][cH:27][c:28]([Cl:29])[cH:30][cH:31]3)[c:18]2[cH:19][cH:20]1. The reactants are OC1C(CCCC1)CNC(=O)C=1N(C2=CC=C(C=C2C1)C#N)CC1=CC(=CC=C1)Br (5-cyano-1-[3-bromobenzyl]-1H-indole-2-carboxylic acid (2-hydroxy-cyclohexylmethyl)amide), 2-(dicyclohexylphosphine) biphenyl, tris(dibenzylidineacetone)dipalladium, CN1CCNCC1 (N-methylpiperazine), BrC=1C=C(CBr)C=CC1 (3-bromobenzyl bromide), NCC(CO)(C)C (3-amino-2,2-dimethyl-1-propanol), P(=O)([O-])([O-])[O-].[K+].[K+].[K+] (potassium phosphate). Solvent: COCCOC (1,2-dimethoxyethane). Conditions: temperature 100 celsius. Yields the product O[C@H]1[C@@H](CCCC1)CNC(=O)C=1N(C2=CC=C(C=C2C1)C#N)CC1=CC(=CC=C1)N1CCN(CC1)C (trans-5-Cyano-1-[3-(4-methyl-piperazin-1-yl)-benzyl]-1H-indole-2-carboxylic acid (2-hydroxy-cyclohexylmethyl)amide). The yield is 8.0%. As a reaction SMILES: [OH:1][CH:2]1[CH2:7][CH2:6][CH2:5][CH2:4][CH:3]1[CH2:8][NH:9][C:10]([C:12]1[N:13]([CH2:23][C:24]2[CH:29]=[CH:28][CH:27]=[C:26](Br)[CH:25]=2)[C:14]2[C:19]([CH:20]=1)=[CH:18][C:17]([C:21]#[N:22])=[CH:16][CH:15]=2)=[O:11].BrC1C=C(C=CC=1)CBr.NCC(C)(C)CO.P([O-])([O-])([O-])=O.[K+].[K+].[K+].[CH3:55][N:56]1[CH2:61][CH2:60][NH:59][CH2:58][CH2:57]1>COCCOC>[OH:1][C@@H:2]1[CH2:7][CH2:6][CH2:5][CH2:4][C@H:3]1[CH2:8][NH:9][C:10]([C:12]1[N:13]([CH2:23][C:24]2[CH:29]=[CH:28][CH:27]=[C:26]([N:59]3[CH2:60][CH2:61][N:56]([CH3:55])[CH2:57][CH2:58]3)[CH:25]=2)[C:14]2[C:19]([CH:20]=1)=[CH:18][C:17]([C:21]#[N:22])=[CH:16][CH:15]=2)=[O:11] |f:3.4.5.6|. Procedure: A mixture of 5-cyano-1-[3-bromobenzyl]-1H-indole-2-carboxylic acid (2-hydroxy-cyclohexylmethyl)amide (prepared using 3-bromobenzyl bromide and 3-amino-2,2-dimethyl-1-propanol in a manner similar to that described in Example 35) (0.250 g, 0.54 mmol), tris(dibenzylidineacetone)dipalladium (125 mg, 0.014 mmol), 2-(dicyclohexylphosphine) biphenyl (9.6 mg, 0.027 mmol), potassium phosphate (1.44 g, 0.82 mmol) and N-methylpiperazine (64 mg, 0.64 mmol) in 1,2-dimethoxyethane (3 ml) were heated in a seal... Starting materials: O1CCC2=C1C(=CC=C2)C(CC(CO)(O)C(F)(F)F)(C)C (4-(2,3-dihydrobenzofuran-7-yl)-4-methyl-2-trifluoromethylpentane-1,2-diol), NaIO4. The solvent is CO (methanol). The product is O1CCC2=C1C(=CC=C2)C(CC(C(F)(F)F)=O)(C)C (4-(2,3-dihydrobenzofuran-7-yl)-1,1,1-trifluoro-4-methylpentan-2-one). The yield is 99.6%. RXN SMILES: [O:1]1[C:5]2[C:6]([C:10]([CH3:21])([CH3:20])[CH2:11][C:12]([C:16]([F:19])([F:18])[F:17])([OH:15])CO)=[CH:7][CH:8]=[CH:9][C:4]=2[CH2:3][CH2:2]1>CO>[O:1]1[C:5]2[C:6]([C:10]([CH3:21])([CH3:20])[CH2:11][C:12](=[O:15])[C:16]([F:18])([F:19])[F:17])=[CH:7][CH:8]=[CH:9][C:4]=2[CH2:3][CH2:2]1. Reported procedure: A solution of 4-(2,3-dihydrobenzofuran-7-yl)-4-methyl-2-trifluoromethylpentane-1,2-diol (24.0 g, 78.9 mmol) and NaIO4 (84.3 g, 394 mmol) in 360 mL of methanol was stirred at room temperature overnight. The resulting mixture was filtered through pad of CELITE® filter aid and the filter cake was washed with three 100 mL portions of methanol. The filtrate was concentrated in vacuo, taken up in hexanes, filtered again, and concentrated in vacuo to give 21.4 g of 4-(2,3-dihydrobenzofuran-7-yl)-1,1,1-...